From a dataset of the Open Reaction Database (ORD), a public repository of structured organic reaction records. describe an organic reaction: reactants, conditions, products, and yield The reactants are C1(=CC=CC=C1)C=1SC(=CN1)C=O (2-phenylthiazole-5-carbaldehyde), COC=1C=C(C=C(C1OC)OC)[Mg]Br (3,4,5-trimethoxyphenylmagnesiumbromide). The solvent is C1CCOC1 (THF), C1CCOC1 (THF). Run at time 30 minute. Yields the product C1(=CC=CC=C1)C=1SC(=CN1)C(O)C1=CC(=C(C(=C1)OC)OC)OC ((2-Phenylthiazol-5-yl)(3,4,5-trimethoxyphenyl)methanol). Isolated yield 72.9%. RXN SMILES: [C:1]1([C:7]2[S:8][C:9]([CH:12]=[O:13])=[CH:10][N:11]=2)[CH:6]=[CH:5][CH:4]=[CH:3][CH:2]=1.[CH3:14][O:15][C:16]1[CH:17]=[C:18]([Mg]Br)[CH:19]=[C:20]([O:24][CH3:25])[C:21]=1[O:22][CH3:23]>C1COCC1>[C:1]1([C:7]2[S:8][C:9]([CH:12]([C:18]3[CH:19]=[C:20]([O:24][CH3:25])[C:21]([O:22][CH3:23])=[C:16]([O:15][CH3:14])[CH:17]=3)[OH:13])=[CH:10][N:11]=2)[CH:2]=[CH:3][CH:4]=[CH:5][CH:6]=1. Procedure: To a solution of 2-phenylthiazole-5-carbaldehyde 38e (0.567 g, 3 mmoL) in 15 mL THF was added a THF solution of 3,4,5-trimethoxyphenylmagnesiumbromide (0.5 N, 6.5 mL, 3.25 mmol) at 0° C. The mixture was allowed to stir for 30 min and quenched with satd. NH4Cl, extracted with ethyl ether, dried with MgSO4. The solvent was removed under reduced pressure to yield a crude product, which was purified by column chromatography to obtain pure compound 40e (72.9%). 1H NMR (CDCl3) δ 7.90 (m, 2H), 7.64 (s,... Reactants: C1CCOC1, CC(C)(C)[O-], [Cl-], CC1CN(c2ccc(C#N)c(F)c2)C(C)CN1C(=O)OC(C)(C)C, [K+], [NH4+]. Yields the product CC1CN(c2ccc(C#N)c(OC(C)(C)C)c2)C(C)CN1C(=O)OC(C)(C)C. RXN SMILES: [CH2:33]1[O:34][CH2:35][CH2:36][CH2:37]1.[CH3:25][C:26]([CH3:27])([O-:28])[CH3:29].[Cl-:31].[F:1][c:2]1[cH:3][c:4]([N:10]2[CH2:11][CH:12]([CH3:24])[N:13]([C:17](=[O:18])[O:19][C:20]([CH3:21])([CH3:22])[CH3:23])[CH2:14][CH:15]2[CH3:16])[cH:5][cH:6][c:7]1[C:8]#[N:9].[K+:30].[NH4+:32]>>[c:2]1([O:28][C:26]([CH3:25])([CH3:27])[CH3:29])[cH:3][c:4]([N:10]2[CH2:11][CH:12]([CH3:24])[N:13]([C:17](=[O:18])[O:19][C:20]([CH3:21])([CH3:22])[CH3:23])[CH2:14][CH:15]2[CH3:16])[cH:5][cH:6][c:7]1[C:8]#[N:9]. Reactants: C(C)(=O)NNC(=O)C=1N=CN(C1)C1=CC(=CC=C1)Br (1-(3-Bromo-phenyl)-1H-imidazole-4-carboxylic acid N′-acetyl-hydrazide), [NH4+].[OH-] (NH4OH). Run at temperature 155 celsius. Yields the product BrC=1C=C(C=CC1)N1C=NC(=C1)C=1OC(=NN1)C (2-[1-(3-Bromo-phenyl)-1H-imidazol-4-yl]-5-methyl-[1,3,4]oxadiazole). RXN SMILES: [C:1]([NH:4][NH:5][C:6]([C:8]1[N:9]=[CH:10][N:11]([C:13]2[CH:18]=[CH:17][CH:16]=[C:15]([Br:19])[CH:14]=2)[CH:12]=1)=[O:7])(=O)[CH3:2].[NH4+].[OH-]>>[Br:19][C:15]1[CH:14]=[C:13]([N:11]2[CH:12]=[C:8]([C:6]3[O:7][C:1]([CH3:2])=[N:4][N:5]=3)[N:9]=[CH:10]2)[CH:18]=[CH:17][CH:16]=1 |f:1.2|. Procedure: A suspension of 6 (50 mg, 0.15 mmol) in PPA was heated to 155° C. for 1 h and then allowed to cool to room temperature. the reaction mixture was carefully diluted using 6% NH4OH aqueous solution to pH=8. The precipitate formed was isolated by filtration to afford 715 mg (33%) as a white solid. HRMS (ESI+): m/z=305.1341 [M+H] Reactants: CCO, CC(=O)C(CCC(=O)O)(Cc1ccccc1Cl)c1ccccc1, O=Cc1ccc(Cl)cc1, Cl, [Na+], [OH-], O. Product: O=C(O)CCC(Cc1ccccc1Cl)(C(=O)C=Cc1ccc(Cl)cc1)c1ccccc1. As a reaction SMILES: [CH3:36][CH2:37][OH:38].[Cl:10][c:11]1[c:12]([CH2:13][C:14]([CH2:15][CH2:16][C:17](=[O:18])[OH:19])([C:20]([CH3:21])=[O:22])[c:23]2[cH:24][cH:25][cH:26][cH:27][cH:28]2)[cH:29][cH:30][cH:31][cH:32]1.[Cl:1][c:2]1[cH:3][cH:4][c:5]([CH:6]=[O:7])[cH:8][cH:9]1.[ClH:35].[Na+:34].[OH-:33].[OH2:39]>>[Cl:1][c:2]1[cH:3][cH:4][c:5]([CH:6]=[CH:21][C:20]([C:14]([CH2:13][c:12]2[c:11]([Cl:10])[cH:32][cH:31][cH:30][cH:29]2)([CH2:15][CH2:16][C:17](=[O:18])[OH:19])[c:23]2[cH:24][cH:25][cH:26][cH:27][cH:28]2)=[O:22])[cH:8][cH:9]1. Reactants: [Br-], O=C1NC(=O)c2ccccc21, CCCC[N+](CCCC)(CCCC)CCCC, C=COCCCl, [K], O. Yields the product C=COCCc1cccc2c1C(=O)NC2=O. Reaction SMILES: [Br-:19].[C:7]1(=[O:17])[c:8]2[c:9]([cH:13][cH:14][cH:15][cH:16]2)[C:10](=[O:12])[NH:11]1.[CH2:20]([N+:21]([CH2:22][CH2:23][CH2:24][CH3:25])([CH2:26][CH2:27][CH2:28][CH3:29])[CH2:30][CH2:31][CH2:32][CH3:33])[CH2:34][CH2:35][CH3:36].[CH:1](=[CH2:2])[O:3][CH2:4][CH2:5][Cl:6].[K:18].[OH2:37]>>[CH:1](=[CH2:2])[O:3][CH2:4][CH2:5][c:16]1[c:8]2[c:9]([cH:13][cH:14][cH:15]1)[C:10](=[O:12])[NH:11][C:7]2=[O:17]. Solvent: CO (methanol). The reactants are Cl (hydrogen chloride), N1=C(C=CC=C1)NC1=C(C=CC=C1)N (N-(2-pyridyl)-o-phenylenediamine), FC1=C(/C=C/C(=O)Cl)C=CC(=C1)F ((E)-2,4-difluorocinnamoyl chloride), N1=C(C=CC=C1)N1C(=NC2=C1C=CC=C2)\C=C\C2=CC=CC=C2 ((E)-1-(2-pyridyl)-2-styryl-1H-benzimidazole). The product is Cl.FC1=C(/C=C/C2=NC3=C(N2C2=NC=CC=C2)C=CC=C3)C=CC(=C1)F ((E)-2-(2.4-Difluorostyryl)-1-(2-pyridyl)-1H-benzimidazole hydrochloride). Reported procedure: To a solution of (E)-2,4-difluorocinnamic acid (331 mg, 1.8 mmol) in benzene (10 ml) was added thionyl chloride (0.5 ml) and the mixture was heated to reflux for 60 min. Volatiles were removed by evaporation to give crude (E)-2,4-difluorocinnamoyl chloride. Free base of the titled compound was prepared from N-(2-pyridyl)-o-phenylenediamine (250 mg, 1.4 mmol) and (E)-2,4-difluorocinnamoyl chloride obtained as above according to the preparation of (E)-1-(2-pyridyl)-2-styryl-1H-benzimidazole (Examp... As a reaction SMILES: [N:1]1[CH:6]=[CH:5][CH:4]=[CH:3][C:2]=1[NH:7][C:8]1[CH:13]=[CH:12][CH:11]=[CH:10][C:9]=1[NH2:14].[F:15][C:16]1[CH:26]=[C:25]([F:27])[CH:24]=[CH:23][C:17]=1/[CH:18]=[CH:19]/[C:20]([Cl:22])=O.N1C=CC=CC=1N1C2C=CC=CC=2N=C1/C=C/C1C=CC=CC=1.Cl>CO>[ClH:22].[F:15][C:16]1[CH:26]=[C:25]([F:27])[CH:24]=[CH:23][C:17]=1/[CH:18]=[CH:19]/[C:20]1[N:7]([C:2]2[CH:3]=[CH:4][CH:5]=[CH:6][N:1]=2)[C:8]2[CH:13]=[CH:12][CH:11]=[CH:10][C:9]=2[N:14]=1 |f:5.6|. The reactants are CCc1ccccc1S, N#Cc1cccc(Cl)n1, [H-], [Na+], C1CCOC1. Product: CCc1ccccc1Sc1cccc(C#N)n1. Reaction SMILES: [CH3:1][CH2:2][c:3]1[c:4]([SH:9])[cH:5][cH:6][cH:7][cH:8]1.[Cl:12][c:13]1[n:14][c:15]([C:19]#[N:20])[cH:16][cH:17][cH:18]1.[H-:10].[Na+:11].[O:21]1[CH2:22][CH2:23][CH2:24][CH2:25]1>>[CH3:1][CH2:2][c:3]1[c:4]([S:9][c:13]2[n:14][c:15]([C:19]#[N:20])[cH:16][cH:17][cH:18]2)[cH:5][cH:6][cH:7][cH:8]1.